This data is from the Open Reaction Database (ORD), a public repository of structured organic reaction records. The task is: describe an organic reaction: reactants, conditions, products, and yield Reactants: CC(C)c1ccc(CC(=O)NC(C)c2ccc(Br)cn2)cc1, COCCOC, [Na+], [Na+], O=C([O-])[O-], O, OB(O)c1cccnc1. Product: CC(C)c1ccc(CC(=O)NC(C)c2ccc(-c3cccnc3)cn2)cc1. As a reaction SMILES: [Br:1][c:2]1[cH:3][cH:4][c:5]([CH:8]([CH3:9])[NH:10][C:11]([CH2:12][c:13]2[cH:14][cH:15][c:16]([CH:19]([CH3:20])[CH3:21])[cH:17][cH:18]2)=[O:22])[n:6][cH:7]1.[CH3:38][O:39][CH2:40][CH2:41][O:42][CH3:43].[Na+:23].[Na+:24].[O-:25][C:26](=[O:27])[O-:28].[OH2:44].[n:29]1[cH:30][c:31]([B:35]([OH:36])[OH:37])[cH:32][cH:33][cH:34]1>>[c:2]1(-[c:31]2[cH:30][n:29][cH:34][cH:33][cH:32]2)[cH:3][cH:4][c:5]([CH:8]([CH3:9])[NH:10][C:11]([CH2:12][c:13]2[cH:14][cH:15][c:16]([CH:19]([CH3:20])[CH3:21])[cH:17][cH:18]2)=[O:22])[n:6][cH:7]1. Reactants: FC1=C(C=CC=C1)C=CC(=O)N[C@@H](CCCNC(NS(=O)(=O)C1=C(C(=C2C(CC(O2)(C)C)C1C)C)C)=N)C(=O)OC (Methyl Nα-[3-(2-Fluorophenyl)acryloyl]-Nω-(2,2,4,6,7-Pentamethyldihydrobenzofuran-5-Sulfonyl)-L-Argininate), [OH-].[Na+] (sodium hydroxide). Run in CO (methanol). The product is FC1=C(C=CC=C1)C=CC(=O)N[C@@H](CCCNC(NS(=O)(=O)C1=C(C(=C2C(CC(O2)(C)C)C1C)C)C)=N)C(=O)O (Nα-[3-(2-Fluorophenyl)acryloyl]-Nω-(2,2,4,6,7-Pentamethyldihydrobenzofuran-5-sulfonyl)-L-Arginine). Isolated yield 89.6%. Reaction SMILES: [F:1][C:2]1[CH:7]=[CH:6][CH:5]=[CH:4][C:3]=1[CH:8]=[CH:9][C:10]([NH:12][C@H:13]([C:38]([O:40]C)=[O:39])[CH2:14][CH2:15][CH2:16][NH:17][C:18](=[NH:37])[NH:19][S:20]([C:23]1[CH:33]([CH3:34])[CH:27]2[CH2:28][C:29]([CH3:32])([CH3:31])[O:30][C:26]2=[C:25]([CH3:35])[C:24]=1[CH3:36])(=[O:22])=[O:21])=[O:11].[OH-].[Na+]>CO>[F:1][C:2]1[CH:7]=[CH:6][CH:5]=[CH:4][C:3]=1[CH:8]=[CH:9][C:10]([NH:12][C@H:13]([C:38]([OH:40])=[O:39])[CH2:14][CH2:15][CH2:16][NH:17][C:18](=[NH:37])[NH:19][S:20]([C:23]1[CH:33]([CH3:34])[CH:27]2[CH2:28][C:29]([CH3:32])([CH3:31])[O:30][C:26]2=[C:25]([CH3:35])[C:24]=1[CH3:36])(=[O:22])=[O:21])=[O:11] |f:1.2|. Reported procedure: The same procedures as in Example 111 were carried out from the compound obtained in Example 59 (3.2 g), 1 mol/L of an aqueous sodium hydroxide solution (8.0 mL), and methanol (80 mL), to give the captioned compound (2.8 g, 91%) as an oily product.